Dataset: the Open Reaction Database (ORD), a public repository of structured organic reaction records. Task: describe an organic reaction: reactants, conditions, products, and yield Reported procedure: Debenzylation is carried out as in Example 48, using N-ethyl-N-[3-(1-benzylpiperidin-4-yl)-propyl]-2-phenylquinoline-4-carboxamide (21 g) in toluene (400 ml), 2,2,2-trichloroethyl chloroformate (9 g), and then a 6N aqueous solution of potassium hydroxide (245 ml) and ethanol (550 ml), as the starting materials. After chromatography of the residue on silica gel using a toluene/diethylamine mixture (9/1) as the eluant, N-ethyl-N-[3-(piperidin-4-yl)-propyl]-2-phenylquinoline-4-carboxamide (10 g) is... The product is C1(=CC=CC=C1)C.C(C)NCC (toluene diethylamine), C(C)N(C(=O)C1=CC(=NC2=CC=CC=C12)C1=CC=CC=C1)CCCC1CCNCC1 (N-ethyl-N-[3-(piperidin-4-yl)-propyl]-2-phenylquinoline-4-carboxamide). Reactants: [OH-].[K+] (potassium hydroxide), aqueous solution, C(C)N(C(=O)C1=CC(=NC2=CC=CC=C12)C1=CC=CC=C1)CCCC1CCN(CC1)CC1=CC=CC=C1 (N-ethyl-N-[3-(1-benzylpiperidin-4-yl)-propyl]-2-phenylquinoline-4-carboxamide), ClC(=O)OCC(Cl)(Cl)Cl (2,2,2-trichloroethyl chloroformate), C(C)O (ethanol). The yield is 174.9%. Run in C1(=CC=CC=C1)C (toluene). As a reaction SMILES: [CH2:1]([N:3]([CH2:22][CH2:23][CH2:24][CH:25]1[CH2:30][CH2:29][N:28](CC2C=CC=CC=2)[CH2:27][CH2:26]1)[C:4]([C:6]1[C:15]2[C:10](=[CH:11][CH:12]=[CH:13][CH:14]=2)[N:9]=[C:8]([C:16]2[CH:21]=[CH:20][CH:19]=[CH:18][CH:17]=2)[CH:7]=1)=[O:5])[CH3:2].ClC(OCC(Cl)(Cl)Cl)=O.[OH-].[K+].C(O)C>C1(C)C=CC=CC=1>[C:15]1([CH3:6])[CH:10]=[CH:11][CH:12]=[CH:13][CH:14]=1.[CH2:1]([NH:3][CH2:4][CH3:6])[CH3:2].[CH2:1]([N:3]([CH2:22][CH2:23][CH2:24][CH:25]1[CH2:30][CH2:29][NH:28][CH2:27][CH2:26]1)[C:4]([C:6]1[C:15]2[C:10](=[CH:11][CH:12]=[CH:13][CH:14]=2)[N:9]=[C:8]([C:16]2[CH:21]=[CH:20][CH:19]=[CH:18][CH:17]=2)[CH:7]=1)=[O:5])[CH3:2] |f:2.3,6.7|. Reactants: COC1=C(C(=O)O)C=C(C(=C1)OC)S(=O)(=O)C (2,4-dimethoxy-5-methylsulphonyl benzoic acid), CC(=O)C (acetone), C1(CCCC1)N1C(CCC1)CN (1-cyclopentyl-2-aminomethyl-pyrrolidine), ClC(=O)OCC(C)C (isobutyl chloroformate). Run in C(C)N(CC)CC (triethylamine), O (water). Conditions: time 40 minute. The product is C1(CCCC1)N1C(CCC1)CNC(C1=C(C=C(C(=C1)S(=O)(=O)C)OC)OC)=O (N-(1-cyclopentyl-2 -pyrrolidinyl methyl)-2,4-dimethoxy-5-methylsulphonyl benzamide). RXN SMILES: [CH3:1][O:2][C:3]1[CH:11]=[C:10]([O:12][CH3:13])[C:9]([S:14]([CH3:17])(=[O:16])=[O:15])=[CH:8][C:4]=1[C:5]([OH:7])=O.CC(C)=O.ClC(OCC(C)C)=O.[CH:30]1([N:35]2[CH2:39][CH2:38][CH2:37][CH:36]2[CH2:40][NH2:41])[CH2:34][CH2:33][CH2:32][CH2:31]1>C(N(CC)CC)C.O>[CH:30]1([N:35]2[CH2:39][CH2:38][CH2:37][CH:36]2[CH2:40][NH:41][C:5](=[O:7])[C:4]2[CH:8]=[C:9]([S:14]([CH3:17])(=[O:16])=[O:15])[C:10]([O:12][CH3:13])=[CH:11][C:3]=2[O:2][CH3:1])[CH2:34][CH2:33][CH2:32][CH2:31]1. Procedure details: 91 g of 2,4-dimethoxy-5-methylsulphonyl benzoic acid, 400 ml of acetone, 130 ml of water and 48.6 ml of triethylamine are placed in a liter flask fitted with an agitator, a thermometer and a dropping funnel. 47.6 g of isobutyl chloroformate is dripped into the solution obtained, at about 10° C. It is agitated for 40 minutes, then 58.8 g of 1-cyclopentyl-2-aminomethyl-pyrrolidine is poured in drop by drop at about 0° C. A precipitate appears after 30 minutes of agitation at room temperature. It i... Reactants: COCC=CB1OC(C)(C)C(C)(C)O1, CC#N, CC(C)(C)OC(=O)N1CCC(CNc2cc(Cl)ncc2I)CC1, [Na+], [Na+], O=C([O-])[O-], c1ccc(P(c2ccccc2)(c2ccccc2)[Pd](P(c2ccccc2)(c2ccccc2)c2ccccc2)(P(c2ccccc2)(c2ccccc2)c2ccccc2)P(c2ccccc2)(c2ccccc2)c2ccccc2)cc1. The product is COCC=Cc1cnc(Cl)cc1NCC1CCN(C(=O)OC(C)(C)C)CC1. As a reaction SMILES: [CH3:24][O:25][CH2:26][CH:27]=[CH:28][B:29]1[O:30][C:31]([CH3:32])([CH3:33])[C:34]([CH3:35])([CH3:36])[O:37]1.[CH3:44][C:45]#[N:46].[Cl:1][c:2]1[n:3][cH:4][c:5]([I:23])[c:6]([NH:8][CH2:9][CH:10]2[CH2:11][CH2:12][N:13]([C:16](=[O:17])[O:18][C:19]([CH3:20])([CH3:21])[CH3:22])[CH2:14][CH2:15]2)[cH:7]1.[Na+:38].[Na+:39].[O-:40][C:41](=[O:42])[O-:43].[cH:47]1[cH:48][cH:49][c:50]([P:51]([Pd:52]([P:53]([c:54]2[cH:55][cH:56][cH:57][cH:58][cH:59]2)([c:60]2[cH:61][cH:62][cH:63][cH:64][cH:65]2)[c:66]2[cH:67][cH:68][cH:69][cH:70][cH:71]2)([P:72]([c:73]2[cH:74][cH:75][cH:76][cH:77][cH:78]2)([c:79]2[cH:80][cH:81][cH:82][cH:83][cH:84]2)[c:85]2[cH:86][cH:87][cH:88][cH:89][cH:90]2)[P:91]([c:92]2[cH:93][cH:94][cH:95][cH:96][cH:97]2)([c:98]2[cH:99][cH:100][cH:101][cH:102][cH:103]2)[c:104]2[cH:105][cH:106][cH:107][cH:108][cH:109]2)([c:110]2[cH:111][cH:112][cH:113][cH:114][cH:115]2)[c:116]2[cH:117][cH:118][cH:119][cH:120][cH:121]2)[cH:122][cH:123]1>>[Cl:1][c:2]1[n:3][cH:4][c:5]([CH:28]=[CH:27][CH2:26][O:25][CH3:24])[c:6]([NH:8][CH2:9][CH:10]2[CH2:11][CH2:12][N:13]([C:16](=[O:17])[O:18][C:19]([CH3:20])([CH3:21])[CH3:22])[CH2:14][CH2:15]2)[cH:7]1. Starting materials: COC1=C(C=C(C2=CC=CC=C12)OC)CCl (1,4-dimethoxy-2-naphthylmethyl chloride), C1(=CC=CC=C1)P(C1=CC=CC=C1)C1=CC=CC=C1 (triphenylphosphine). The solvent is C(C)#N (acetonitrile). Yields the product [Cl-].COC1=C(C=C(C2=CC=CC=C12)OC)C[P+](C1=CC=CC=C1)(C1=CC=CC=C1)C1=CC=CC=C1 (1,4,-Dimethoxy-2-naphthylmethyltriphenylphosphonium chloride). The yield is 73.8%. Reaction SMILES: [CH3:1][O:2][C:3]1[C:12]2[C:7](=[CH:8][CH:9]=[CH:10][CH:11]=2)[C:6]([O:13][CH3:14])=[CH:5][C:4]=1[CH2:15][Cl:16].[C:17]1([P:23]([C:30]2[CH:35]=[CH:34][CH:33]=[CH:32][CH:31]=2)[C:24]2[CH:29]=[CH:28][CH:27]=[CH:26][CH:25]=2)[CH:22]=[CH:21][CH:20]=[CH:19][CH:18]=1>C(#N)C>[Cl-:16].[CH3:1][O:2][C:3]1[C:12]2[C:7](=[CH:8][CH:9]=[CH:10][CH:11]=2)[C:6]([O:13][CH3:14])=[CH:5][C:4]=1[CH2:15][P+:23]([C:24]1[CH:25]=[CH:26][CH:27]=[CH:28][CH:29]=1)([C:30]1[CH:35]=[CH:34][CH:33]=[CH:32][CH:31]=1)[C:17]1[CH:18]=[CH:19][CH:20]=[CH:21][CH:22]=1 |f:3.4|. Procedure: A solution of 4.73 g of 1,4-dimethoxy-2-naphthylmethyl chloride (prepared as described in Preparation 29) and 6.29 g of triphenylphosphine in 50 ml of dry acetonitrile was heated under reflux for 2 hours. At the end of this time, the reaction mixture was freed from the solvent by distillation under reduced pressure, and the resulting crystalline residue was washed with diethyl ether and air-dried, to give 7.36 g of the title compound as a white powder, melting at 244°-246° C. (with decomposition... Reactants: BrC=1C=C(C(=CC1)N)N (4-bromo-1,2-benzenediamine), C(C)(=O)O (acetic acid), CCC[C@@H](C(=O)O)NC(=O)OC(C)(C)C (Boc-NVA-OH), CN1CCOCC1 (4-methylmorpholine), ClC(=O)OCC(C)C (isobutyl chloroformate). Run in C(C)#N (acetonitrile). Conditions: temperature -20 celsius, time 120 minute. Yields the product BrC1=CC2=C(NC(=N2)[C@H](CCC)NC(OC(C)(C)C)=O)C=C1 ((S)-tert-Butyl (1-(5-bromo-1H-benzo[d]imidazol-2-yl)butyl)carbamate). The yield is 78.1%. Reaction SMILES: [CH3:1][CH2:2][CH2:3][C@H:4]([NH:8][C:9]([O:11][C:12]([CH3:15])([CH3:14])[CH3:13])=[O:10])[C:5](O)=O.CN1CCOCC1.ClC(OCC(C)C)=O.[Br:31][C:32]1[CH:33]=[C:34]([NH2:39])[C:35]([NH2:38])=[CH:36][CH:37]=1.C(O)(=O)C>C(#N)C>[Br:31][C:32]1[CH:37]=[CH:36][C:35]2[NH:38][C:5]([C@@H:4]([NH:8][C:9](=[O:10])[O:11][C:12]([CH3:15])([CH3:14])[CH3:13])[CH2:3][CH2:2][CH3:1])=[N:39][C:34]=2[CH:33]=1. Reported procedure: To a solution of Boc-NVA-OH (4.5 g, 21 mmol) in acetonitrile (68 mL) and 4-methylmorpholine (2.41 mL, 21.9 mmol) cooled to −20° C. was added isobutyl chloroformate (2.7 mL, 21 mmol) dropwise. The mixture was stirred for 120 minutes at −20° C. and then 4-bromo-1,2-benzenediamine (3.87 g, 20.7 mmol) was added. The reaction mixture was allowed to warm to room temperature and stirred for 18 hours. The solvent was evaporated, redissolved in ethyl acetate, washed with water, saturated aqueous solution... Starting materials: C(C)(C)(C)OC(NC1(CC(C1)(C)O)C1=CC=C(C=C1)C1=NC=2N(C=C1C1=CC=CC=C1)N=C(C2Br)C2=CC=CC=C2)=O ({1-[4-(3-Bromo-2,6-diphenyl-pyrazolo[1,5-a]pyrimidin-5-yl)-phenyl]-3-hydroxy-3-methyl-cyclobutyl}-carbamic Acid Tert-butyl Ester), CB(O)O (Methyl boronic acid), CO3. Reagents/catalysts: C1=CC=C(C=C1)P(C2=CC=CC=C2)[C]3[CH][CH][CH][CH]3.C1=CC=C(C=C1)P(C2=CC=CC=C2)[C]3[CH][CH][CH][CH]3.Cl[Pd]Cl.[Fe] (Pd(DPPF)Cl2). The solvent is C(Cl)Cl (DCM), O1CCOCC1 (dioxane). Run at temperature 100 celsius. Yields the product C(C)(C)(C)OC(NC1(CC(C1)(C)O)C1=CC=C(C=C1)C1=NC=2N(C=C1C1=CC=CC=C1)N=C(C2C)C2=CC=CC=C2)=O ({3-Hydroxy-3-methyl-1-[4-(3-methyl-2,6-diphenyl-pyrazolo[1,5-a]pyrimidin-5-yl)-phenyl]-cyclobutyl}-carbamic Acid Tert-butyl Ester). The yield is 41.0%. Reaction SMILES: [C:1]([O:5][C:6](=[O:42])[NH:7][C:8]1([C:14]2[CH:19]=[CH:18][C:17]([C:20]3[C:25]([C:26]4[CH:31]=[CH:30][CH:29]=[CH:28][CH:27]=4)=[CH:24][N:23]4[N:32]=[C:33]([C:36]5[CH:41]=[CH:40][CH:39]=[CH:38][CH:37]=5)[C:34](Br)=[C:22]4[N:21]=3)=[CH:16][CH:15]=2)[CH2:11][C:10]([OH:13])([CH3:12])[CH2:9]1)([CH3:4])([CH3:3])[CH3:2].[CH3:43]B(O)O>O1CCOCC1.C(Cl)Cl.C1C=CC(P([C]2[CH][CH][CH][CH]2)C2C=CC=CC=2)=CC=1.C1C=CC(P([C]2[CH][CH][CH][CH]2)C2C=CC=CC=2)=CC=1.Cl[Pd]Cl.[Fe]>[C:1]([O:5][C:6](=[O:42])[NH:7][C:8]1([C:14]2[CH:19]=[CH:18][C:17]([C:20]3[C:25]([C:26]4[CH:31]=[CH:30][CH:29]=[CH:28][CH:27]=4)=[CH:24][N:23]4[N:32]=[C:33]([C:36]5[CH:41]=[CH:40][CH:39]=[CH:38][CH:37]=5)[C:34]([CH3:43])=[C:22]4[N:21]=3)=[CH:16][CH:15]=2)[CH2:11][C:10]([OH:13])([CH3:12])[CH2:9]1)([CH3:4])([CH3:3])[CH3:2] |f:4.5.6.7,^1:60,61,62,63,64,78,79,80,81,82|. Procedure details: A mixture of compound 10-3 (62 mg, 0.1 mmol), Methyl boronic acid (60 mg, 1 mmol), aq.Na2 CO3 (2M, 0.25 mmol, 0.12 mL) and Pd(DPPF)Cl2 (10 mg) in dioxane (2 mL) was heated at 100° C. in microwave system under N2 atmosphere for 30 min. After cooling, the mixture was diluted with 15 mL of DCM, the combined organic phase was washed with 0.1N HClaq and brine, dried over anhydrous Na2SO4 and concentrated. The residue was purified by prep.TLC to give 23 mg of 10-5. As a reaction SMILES: [N+:1]([c:2]1[cH:3][cH:4][c:5]([O:10][C:11](=[O:6])[CH2:12][CH2:13][CH:14]2[C:15]([c:17]3[cH:18][cH:19][cH:20][cH:21][cH:22]3)([c:23]3[cH:24][cH:25][cH:26][cH:27][cH:28]3)[CH2:16]2)[cH:7][cH:8]1)([O-:9])=[O:29].[O:41]1[CH2:42][CH2:43][CH2:44][CH2:45]1.[n:30]1[cH:31][c:32]([CH2:36][CH2:37][CH2:38][CH2:39][NH2:40])[cH:33][cH:34][cH:35]1>>[O:10]=[C:11]([CH2:12][CH2:13][CH:14]1[C:15]([c:17]2[cH:18][cH:19][cH:20][cH:21][cH:22]2)([c:23]2[cH:24][cH:25][cH:26][cH:27][cH:28]2)[CH2:16]1)[NH:40][CH2:39][CH2:38][CH2:37][CH2:36][c:32]1[cH:31][n:30][cH:35][cH:34][cH:33]1. Starting materials: O=C(CCC1CC1(c1ccccc1)c1ccccc1)Oc1ccc([N+](=O)[O-])cc1, C1CCOC1, NCCCCc1cccnc1. The product is O=C(CCC1CC1(c1ccccc1)c1ccccc1)NCCCCc1cccnc1. The yield is 68.4%. Run in CO (MeOH). The product is C(C)OC(=O)C1=CNC(CC2=C1NC=1C=CC=CC21)C(=O)O (1,2,3,6-Tetrahydroazepino[4,5-b]Indole-2,5-Dicarboxylic Acid 5-Ethyl Ester). Reaction conditions: temperature 20 celsius, time 2 hour. Reactants: C1C(NC=C(C=2NC=3C=CC=CC3C21)C(=O)OCC)C(=O)OCC (diethyl 1,2,3,6-tetrahydroazepino[4,5-b]indole-2,5-dicarboxylate), [Li+].[OH-] (LiOH). Reported procedure: To a suspension of diethyl 1,2,3,6-tetrahydroazepino[4,5-b]indole-2,5-dicarboxylate (0.48 g, 1.46 mmol) in MeOH (6 mL) was added 4 N aqueous LiOH (1 mL) and the suspension was stirred for 2 hours at 20° C. Solvent was removed and the crude was dissolved in water (50 mL). The aqueous solution was then extracted with EtOAc (3×30 mL) and acidified with HOAc. Precipitate appeared and were collected by filtration and washed with water and EtOAc, then dried under high vacuum to give the title compound... Reaction SMILES: [CH2:1]1[C:14]2[C:13]3[CH:12]=[CH:11][CH:10]=[CH:9][C:8]=3[NH:7][C:6]=2[C:5]([C:15]([O:17][CH2:18][CH3:19])=[O:16])=[CH:4][NH:3][CH:2]1[C:20]([O:22]CC)=[O:21].[Li+].[OH-]>CO>[CH2:18]([O:17][C:15]([C:5]1[C:6]2[NH:7][C:8]3[CH:9]=[CH:10][CH:11]=[CH:12][C:13]=3[C:14]=2[CH2:1][CH:2]([C:20]([OH:22])=[O:21])[NH:3][CH:4]=1)=[O:16])[CH3:19] |f:1.2|. Starting materials: water ice, BrBr (bromine), C(C)(=O)C=1SC(=CC1)Br (2-acetyl-5-bromothiophene), O1CCOCC1 (dioxane), C(C)OCC (ethyl ether). Solvent: C(Cl)Cl (CH2Cl2). Run at time 1 hour. Yields the product BrCC(=O)C=1SC(=CC1)Br (2-bromoacetyl-5-bromothiophene). RXN SMILES: [Br:1]Br.[C:3]([C:6]1[S:7][C:8]([Br:11])=[CH:9][CH:10]=1)(=[O:5])[CH3:4].O1CCOCC1.C(OCC)C>C(Cl)Cl>[Br:1][CH2:4][C:3]([C:6]1[S:7][C:8]([Br:11])=[CH:9][CH:10]=1)=[O:5]. Procedure details: A solution of bromine (2.9 ml, 56.5 mmol) in 30 ml of CH2Cl2 was added dropwise to a solution of 2-acetyl-5-bromothiophene (10 g, 49 mmol), dioxane (55 ml) and ethyl ether (55 ml). The stirring was continued for 1 h and then the reaction medium was poured into a water/ice mixture and extracted with ethyl ether. The organic phase was washed twice with water, dried over magnesium sulfate and concentrated in a rotary evaporator under vacuum. The reactants are Cc1ccccc1, COC(=O)C(O)OC, CC(N)c1ccccc1. The product is COC(=O)C=NC(C)c1ccccc1. Reaction SMILES: [CH3:18][c:19]1[cH:20][cH:21][cH:22][cH:23][cH:24]1.[CH3:1][O:2][C:3]([CH:4]([OH:5])[O:6][CH3:7])=[O:8].[c:9]1([CH:15]([CH3:16])[NH2:17])[cH:10][cH:11][cH:12][cH:13][cH:14]1>>[CH3:1][O:2][C:3]([CH:4]=[N:17][CH:15]([c:9]1[cH:10][cH:11][cH:12][cH:13][cH:14]1)[CH3:16])=[O:8].